From a dataset of the Open Reaction Database (ORD), a public repository of structured organic reaction records. describe an organic reaction: reactants, conditions, products, and yield Reactants: C(C)(=O)O[C@H]1[C@H](O[C@@H]([C@H]([C@@H]1OC(C)=O)OC(C)=O)COC(C)=O)O[C@H]1[C@@H]([C@H]([C@H](O[C@@H]1COC(C)=O)O[C@H]1[C@@H]([C@H]([C@@H](O[C@@H]1COC(C)=O)N=[N+]=[N-])OC(C)=O)OC(C)=O)OC(C)=O)OC(C)=O (2,3,4,6-tetra-O-acetyl-α-D-glucopyranosyl-(1→4)-2,3,6-tri-O-acetyl-α-D-glucopyranosyl-(1→4)-2,3,6-tri-O-acetyl-β-D-glucopyranosyl azide), C(C#C)OC1CC2CC[C@H]3[C@@H]4CC[C@H]([C@@H](CCCC(CO)C)C)[C@]4(CC[C@@H]3[C@]2(CC1)C)C (3-(prop-2-ynyloxy)cholestanol), C(Cl)(Cl)Cl (CHCl3), aqueous solution, O=C1C(O)=C([O-])[C@H](O1)[C@@H](O)CO.[Na+] (sodium ascorbate), aqueous solution. Reagents/catalysts: [O-]S(=O)(=O)[O-].[Cu+2] (CuSO4). The solvent is CC(C)(C)O (t-BuOH). Yields the product C(C)(=O)O[C@H]1[C@H](O[C@@H]([C@H]([C@@H]1OC(C)=O)OC(C)=O)COC(C)=O)O[C@H]1[C@@H]([C@H]([C@H](O[C@@H]1COC(C)=O)O[C@H]1[C@@H]([C@H]([C@@H](O[C@@H]1COC(C)=O)N1N=NC(=C1)CO[C@@H]1CC2CC[C@H]3[C@@H]4CC[C@H]([C@@H](CCCC(C)C)C)[C@]4(CC[C@@H]3[C@]2(CC1)C)C)OC(C)=O)OC(C)=O)OC(C)=O)OC(C)=O (4-(Cholestan-3β-yloxymethyl)[1,2,3]triazol-1-yl 2,3,4,6-tetra-O-acetyl-α-D-glucopyranosyl-(1→4)-2,3,6-tri-O-acetyl-α-D-glucopyranosyl-(1→4)-2,3,6-tri-O-acetyl-1-deoxy-β-D-glucopyranoside). The yield is 67.8%. RXN SMILES: [C:1]([O:4][C@@H:5]1[C@@H:10]([O:11][C:12](=[O:14])[CH3:13])[C@H:9]([O:15][C:16](=[O:18])[CH3:17])[C@@H:8]([CH2:19][O:20][C:21](=[O:23])[CH3:22])[O:7][C@@H:6]1[O:24][C@@H:25]1[C@@H:30]([CH2:31][O:32][C:33](=[O:35])[CH3:34])[O:29][C@H:28]([O:36][C@@H:37]2[C@@H:42]([CH2:43][O:44][C:45](=[O:47])[CH3:46])[O:41][C@@H:40]([N:48]=[N+:49]=[N-:50])[C@H:39]([O:51][C:52](=[O:54])[CH3:53])[C@H:38]2[O:55][C:56](=[O:58])[CH3:57])[C@H:27]([O:59][C:60](=[O:62])[CH3:61])[C@H:26]1[O:63][C:64](=[O:66])[CH3:65])(=[O:3])[CH3:2].[CH2:67]([O:70][CH:71]1[CH2:96][CH2:95][C@@:94]2([CH3:97])[CH:73]([CH2:74][CH2:75][C@@H:76]3[C@@H:93]2[CH2:92][CH2:91][C@@:90]2([CH3:98])[C@H:77]3[CH2:78][CH2:79][C@@H:80]2[C@H:81]([CH3:89])[CH2:82][CH2:83][CH2:84][CH:85]([CH3:88])[CH2:86]O)[CH2:72]1)[C:68]#[CH:69].C(Cl)(Cl)Cl.O=C1O[C@H]([C@H](CO)O)C([O-])=C1O.[Na+]>[O-]S([O-])(=O)=O.[Cu+2].CC(O)(C)C>[C:1]([O:4][C@@H:5]1[C@@H:10]([O:11][C:12](=[O:14])[CH3:13])[C@H:9]([O:15][C:16](=[O:18])[CH3:17])[C@@H:8]([CH2:19][O:20][C:21](=[O:23])[CH3:22])[O:7][C@@H:6]1[O:24][C@@H:25]1[C@@H:30]([CH2:31][O:32][C:33](=[O:35])[CH3:34])[O:29][C@H:28]([O:36][C@@H:37]2[C@@H:42]([CH2:43][O:44][C:45](=[O:47])[CH3:46])[O:41][C@@H:40]([N:48]3[CH:69]=[C:68]([CH2:67][O:70][C@H:71]4[CH2:96][CH2:95][C@@:94]5([CH3:97])[CH:73]([CH2:74][CH2:75][C@@H:76]6[C@@H:93]5[CH2:92][CH2:91][C@@:90]5([CH3:98])[C@H:77]6[CH2:78][CH2:79][C@@H:80]5[C@H:81]([CH3:89])[CH2:82][CH2:83][CH2:84][CH:85]([CH3:86])[CH3:88])[CH2:72]4)[N:50]=[N:49]3)[C@H:39]([O:51][C:52](=[O:54])[CH3:53])[C@H:38]2[O:55][C:56](=[O:58])[CH3:57])[C@H:27]([O:59][C:60](=[O:62])[CH3:61])[C@H:26]1[O:63][C:64](=[O:66])[CH3:65])(=[O:3])[CH3:2] |f:3.4,5.6|. Procedure details: The azide 73 (200 mg, 211 μmol), 3-(prop-2-ynyloxy)cholestanol (3 equiv., 267 mg), CHCl3 (2 mL), t-BuOH (2 mL), CuSO4 (50 μL of a 0.3 M aqueous solution) and sodium ascorbate (62.5 μL of a 1M aqueous solution) was stirred vigorously overnight at r.t. The solvent was evaporated and the residue purified by column chromatography (SiO2: Hexane to 2:3 Hexane:EtOAc) to yield the triazole 74 (197 mg, 68%). 1H NMR (300 MHz, CDCl3) δ 7.66 (s, 1H, triazol-H), 5.85 (d, 1H, J1,2=9.3, H-1I), 5.46-5.27 (m, 6H...